From a dataset of the Open Reaction Database (ORD), a public repository of structured organic reaction records. describe an organic reaction: reactants, conditions, products, and yield Starting materials: OC(CBr)c1ccc(Br)cc1, CCOCC, [Na+], [OH-]. The product is Brc1ccc(C2CO2)cc1. As a reaction SMILES: [Br:3][CH2:4][CH:5]([OH:6])[c:7]1[cH:8][cH:9][c:10]([Br:13])[cH:11][cH:12]1.[CH3:14][CH2:15][O:16][CH2:17][CH3:18].[Na+:2].[OH-:1]>>[CH2:4]1[CH:5]([c:7]2[cH:8][cH:9][c:10]([Br:13])[cH:11][cH:12]2)[O:6]1. Reactants: ClC1=NC=C(C(=N1)OC1COCC1)F (2-Chloro-5-fluoro-4-(tetrahydrofuran-3-yloxy)pyrimidine), NC=1C=C(C=C(C1)C)C1=CN=C(S1)N1CC(NCCC1)=O (4-[5-(3-amino-5-methylphenyl)-1,3-thiazol-2-yl]-1,4-diazepan-2-one), NC=1C=C(C=C(C1)C)C1=CN=C(S1)N1CC(NCCC1)=O (4-[5-(3-amino-5-methylphenyl)-1,3-thiazol-2-yl]-1,4-diazepan-2-one), CC(C)C1=CC(=C(C(=C1)C(C)C)C2=C(C=CC=C2)P(C3CCCCC3)C4CCCCC4)C(C)C (XPhos), C([O-])([O-])=O.[K+].[K+] (potassium carbonate). Reagents/catalysts: C=1C=CC(=CC1)/C=C/C(=O)/C=C/C2=CC=CC=C2.C=1C=CC(=CC1)/C=C/C(=O)/C=C/C2=CC=CC=C2.C=1C=CC(=CC1)/C=C/C(=O)/C=C/C2=CC=CC=C2.[Pd].[Pd] (Pd2(dba)3). Reaction conditions: temperature 90 celsius. Product: FC=1C(=NC(=NC1)NC=1C=C(C=C(C1)C)C1=CN=C(S1)N1CC(NCCC1)=O)OC1COCC1 (4-[5-(3-{[5-fluoro-4-(tetrahydrofuran-3-yloxy)pyrimidin-2-yl]amino}-5-methylphenyl)-1,3-thiazol-2-yl]-1,4-diazepan-2-one). The yield is 71.9%. Reaction SMILES: Cl[C:2]1[N:7]=[C:6]([O:8][CH:9]2[CH2:13][CH2:12][O:11][CH2:10]2)[C:5]([F:14])=[CH:4][N:3]=1.[NH2:15][C:16]1[CH:17]=[C:18]([C:23]2[S:27][C:26]([N:28]3[CH2:34][CH2:33][CH2:32][NH:31][C:30](=[O:35])[CH2:29]3)=[N:25][CH:24]=2)[CH:19]=[C:20]([CH3:22])[CH:21]=1.CC(C1C=C(C(C)C)C(C2C=CC=CC=2P(C2CCCCC2)C2CCCCC2)=C(C(C)C)C=1)C.C(=O)([O-])[O-].[K+].[K+]>C1C=CC(/C=C/C(/C=C/C2C=CC=CC=2)=O)=CC=1.C1C=CC(/C=C/C(/C=C/C2C=CC=CC=2)=O)=CC=1.C1C=CC(/C=C/C(/C=C/C2C=CC=CC=2)=O)=CC=1.[Pd].[Pd]>[F:14][C:5]1[C:6]([O:8][CH:9]2[CH2:13][CH2:12][O:11][CH2:10]2)=[N:7][C:2]([NH:15][C:16]2[CH:17]=[C:18]([C:23]3[S:27][C:26]([N:28]4[CH2:34][CH2:33][CH2:32][NH:31][C:30](=[O:35])[CH2:29]4)=[N:25][CH:24]=3)[CH:19]=[C:20]([CH3:22])[CH:21]=2)=[N:3][CH:4]=1 |f:3.4.5,6.7.8.9.10|. Reported procedure: 2-Chloro-5-fluoro-4-(tetrahydrofuran-3-yloxy)pyrimidine (70 mg, 0.32 mol), 4-[5-(3-amino-5-methylphenyl)-1,3-thiazol-2-yl]-1,4-diazepan-2-one (Intermediate XX, 97 mg, 0.32 mmol), Pd2(dba)3 (29 mg, 0.032 mmol), XPhos (76 mg, 0.16 mmol) and potassium carbonate (89 mg, 0.64 mmol) were added to a flask. The flask was purged and flushed with argon (3×). Degassed tert-amyl alcohol (1.1 ml) was added, the reaction mixture was purged with nitrogen for 5 min, and then heated to 90° C. overnight. The mixt... The reactants are CC(C)(C)CC(NC(=O)OC(C)(C)C)C(=O)O, C1CCOC1, CN1CCOCC1, CC(C)COC(=O)Cl, N#CC1(N)CCCC1, O. The product is CC(C)(C)CC(NC(=O)OC(C)(C)C)C(=O)NC1(C#N)CCCC1. RXN SMILES: [C:1]([CH3:2])([CH3:3])([CH3:4])[O:5][C:6](=[O:7])[NH:8][CH:9]([C:10](=[O:11])[OH:12])[CH2:13][C:14]([CH3:15])([CH3:16])[CH3:17].[CH2:41]1[O:42][CH2:43][CH2:44][CH2:45]1.[CH3:18][N:19]1[CH2:20][CH2:21][O:22][CH2:23][CH2:24]1.[Cl:25][C:26]([O:27][CH2:28][CH:29]([CH3:30])[CH3:31])=[O:32].[NH2:33][C:34]1([C:39]#[N:40])[CH2:35][CH2:36][CH2:37][CH2:38]1.[OH2:46]>>[C:1]([CH3:2])([CH3:3])([CH3:4])[O:5][C:6](=[O:7])[NH:8][CH:9]([C:10](=[O:12])[NH:33][C:34]1([C:39]#[N:40])[CH2:35][CH2:36][CH2:37][CH2:38]1)[CH2:13][C:14]([CH3:15])([CH3:16])[CH3:17]. The reactants are O.Cl.C1(=C(C=CC=C1)NN)C (o-tolyl-hydrazine hydrochloride hydrate), O (water), C(C)OC(CC(OCC)OCC)OCC (1,1,3,3-tetraethoxypropane). Run in C(C)O (ethanol). The product is C1(=C(C=CC=C1)N1N=CC=C1)C (1-o-tolyl-1H-pyrazole). Yield: 83.0%. Reaction SMILES: O.Cl.[C:3]1([CH3:11])[CH:8]=[CH:7][CH:6]=[CH:5][C:4]=1[NH:9][NH2:10].O.C(O[CH:16](OCC)[CH2:17][CH:18](OCC)OCC)C>C(O)C>[C:3]1([CH3:11])[CH:8]=[CH:7][CH:6]=[CH:5][C:4]=1[N:9]1[CH:18]=[CH:17][CH:16]=[N:10]1 |f:0.1.2|. Procedure: Into a 1 liter, 2-neck flask, fitted with a condenser and a magnetic stirrer, is successively added 90.0 g. (0.570 M.) of o-tolyl-hydrazine hydrochloride hydrate, 100 ml. of water, 63 ml. of 100% ethanol and 139.0 g. (0.633 M.) of 1,1,3,3-tetraethoxypropane. The reaction mixture is then heated slowly to between 80° C. and 90° C., and after maintaining the mixture at this temperature range for a period of about 3 hours, the reaction mixture is quenched on ice water and extracted with ethylacetate... Reactants: B, CCN, CCOC(C)=O, Cl, CC(C)(C)OC(=O)C(C)(C)Oc1ccccc1CCC(N)=O, C1CCOC1, C1CCOC1. Yields the product CC(C)(C)OC(=O)C(C)(C)Oc1ccccc1CCCN. As a reaction SMILES: [BH3:28].[CH3:30][CH2:31][NH2:32].[CH3:38][CH2:39][O:40][C:41](=[O:42])[CH3:43].[ClH:29].[NH2:1][C:2](=[O:3])[CH2:4][CH2:5][c:6]1[c:7]([O:8][C:9]([C:10](=[O:11])[O:12][C:13]([CH3:14])([CH3:15])[CH3:16])([CH3:17])[CH3:18])[cH:19][cH:20][cH:21][cH:22]1.[O:23]1[CH2:24][CH2:25][CH2:26][CH2:27]1.[O:33]1[CH2:34][CH2:35][CH2:36][CH2:37]1>>[NH2:1][CH2:2][CH2:4][CH2:5][c:6]1[c:7]([O:8][C:9]([C:10](=[O:11])[O:12][C:13]([CH3:14])([CH3:15])[CH3:16])([CH3:17])[CH3:18])[cH:19][cH:20][cH:21][cH:22]1. Starting materials: NC1CCCCNC1, CC(C)COc1cccc2[nH]c(C(=O)NC3CCN(CCO)CC3)cc12. Product: CC(C)COc1cccc2[nH]c(C(=O)NC3CCN(CCN4CCCCC(N)C4)CC3)cc12. As a reaction SMILES: [NH:27]1[CH2:28][CH:29]([NH2:34])[CH2:30][CH2:31][CH2:32][CH2:33]1.[OH:1][CH2:2][CH2:3][N:4]1[CH2:5][CH2:6][CH:7]([NH:10][C:11](=[O:12])[c:13]2[nH:14][c:15]3[cH:16][cH:17][cH:18][c:19]([O:22][CH2:23][CH:24]([CH3:25])[CH3:26])[c:20]3[cH:21]2)[CH2:8][CH2:9]1>>[CH2:2]([CH2:3][N:4]1[CH2:5][CH2:6][CH:7]([NH:10][C:11](=[O:12])[c:13]2[nH:14][c:15]3[cH:16][cH:17][cH:18][c:19]([O:22][CH2:23][CH:24]([CH3:25])[CH3:26])[c:20]3[cH:21]2)[CH2:8][CH2:9]1)[N:27]1[CH2:28][CH:29]([NH2:34])[CH2:30][CH2:31][CH2:32][CH2:33]1. Reactants: solution, C(CCC)[Li] (n-butyllithium), CN(C=O)C (dimethylformamide), BrC1=C(C2=C(OC(O2)(C2=CC=CC=C2)C2=CC=CC=C2)C=C1)F (5-Bromo-4-fluoro-2,2-diphenyl-1,3-benzodioxol), [Cl-].[NH4+] (ammonium chloride). Solvent: CCCCCC (n-hexane), O1CCCC1 (tetrahydrofuran). Conditions: temperature -78 celsius, time 15 minute. The product is FC1=C(C=CC=2OC(OC21)(C2=CC=CC=C2)C2=CC=CC=C2)C=O (4-fluoro-2,2-diphenyl-1,3-benzodioxol-5-carboxaldehyde). Reaction SMILES: Br[C:2]1[CH:22]=[CH:21][C:5]2[O:6][C:7]([C:15]3[CH:20]=[CH:19][CH:18]=[CH:17][CH:16]=3)([C:9]3[CH:14]=[CH:13][CH:12]=[CH:11][CH:10]=3)[O:8][C:4]=2[C:3]=1[F:23].C([Li])CCC.CN(C)[CH:31]=[O:32].[Cl-].[NH4+]>O1CCCC1.CCCCCC>[F:23][C:3]1[C:4]2[O:8][C:7]([C:15]3[CH:20]=[CH:19][CH:18]=[CH:17][CH:16]=3)([C:9]3[CH:14]=[CH:13][CH:12]=[CH:11][CH:10]=3)[O:6][C:5]=2[CH:21]=[CH:22][C:2]=1[CH:31]=[O:32] |f:3.4|. Reported procedure: 5-Bromo-4-fluoro-2,2-diphenyl-1,3-benzodioxol (17.3 g) are dissolved in 150 ml of tetrahydrofuran, treated at -78° C. with 29.1 ml of a 0.6M solution of n-butyllithium in n-hexane and stirred at -78° C. for 15 minutes. Thereupon, 10 ml of dimethylformamide are added, after stirring for a further 15 minutes the mixture is treated with semi-saturated, aqueous ammonium chloride solution and extracted with ethyl acetate. The organic phase is dried with magnesium sulphate and evaporated. The residue ...